Task: describe an organic reaction: reactants, conditions, products, and yield. Dataset: the Open Reaction Database (ORD), a public repository of structured organic reaction records The yield is 102.8%. Product: C1(CC1)\C=N\[S@](=O)C(C)(C)C ((R,E)-N-(cyclopropylmethylene)-2-methylpropane-2-sulfinamide). The solvent is C1CCOC1 (THF), [Cl-].[Na+].O (brine). Reactants: CC(C)(C)[S@@](=O)N ((R)-2-Methylpropane-2-sulfinamide), Ti(OEt)4, C1CC1C(C#N)O (cyclopropylcarboxaldehyde). Procedure: (R)-2-Methylpropane-2-sulfinamide (25) (8.63 g, 71.3 mmol) and Ti(OEt)4 (30 mL, 142.6 mmol) were added to a solution of cyclopropylcarboxaldehyde (24) (5 g, 71.3 mmol) in THF (142 mL). The reaction mixture was stirred at rt for 17 h after which brine (142 mL) was added and the resulting suspension was filtered through a pad of Celite. The filtrate was extracted with EtOAc (200 mL) and the organic phase was dried (Na2SO4), filtered and concentrated under vacuum to give 12.7 g (quant) of (R,E)-N-(... Reaction SMILES: [CH3:1][C:2]([S@:5]([NH2:7])=[O:6])([CH3:4])[CH3:3].[CH2:8]1[CH:10]([CH:11](O)C#N)[CH2:9]1>C1COCC1.[Cl-].[Na+].O>[CH:10]1(/[CH:11]=[N:7]/[S@@:5]([C:2]([CH3:4])([CH3:3])[CH3:1])=[O:6])[CH2:8][CH2:9]1 |f:3.4.5|. The reactants are Cl.CC1N(C2C(CC1(C(=C2)C)C)C(=O)OCC)CC2=CC=CC=C2 (ethyl 3,4,8-trimethyl-2-(phenylmethyl)-2-azabicyclo[2.2.2]-oct-7-ene-6-carboxylate hydrochloride). Reagents/catalysts: [Pd] (palladium on carbon). Solvent: C(C)O (ethanol). Run at time 3.5 hour. Yields the product Cl.CC1NC2C(CC1(C(C2)C)C)C(=O)OCC (ethyl 3,4,8-trimethyl-2-azabicyclo[2.2.2]-octane-6-carboxylate hydrochloride). Reaction SMILES: [ClH:1].[CH3:2][CH:3]1[C:8]2([CH3:12])[C:9]([CH3:11])=[CH:10][CH:5]([CH:6]([C:13]([O:15][CH2:16][CH3:17])=[O:14])[CH2:7]2)[N:4]1CC1C=CC=CC=1>[Pd].C(O)C>[ClH:1].[CH3:2][CH:3]1[C:8]2([CH3:12])[CH:9]([CH3:11])[CH2:10][CH:5]([CH:6]([C:13]([O:15][CH2:16][CH3:17])=[O:14])[CH2:7]2)[NH:4]1 |f:0.1,4.5|. Procedure: A mixture of ethyl 3,4,8-trimethyl-2-(phenylmethyl)-2-azabicyclo[2.2.2]-oct-7-ene-6-carboxylate hydrochloride (26.2 g, 75 mmol), 10% palladium on carbon (2.6 g) and ethanol (200 mL) were placed on a Parr hydrogenator at 50 psi for 3.5 hours. The catalyst was removed by filtration and the solvent was removed in vacuo to afford crude ethyl 3,4,8-trimethyl-2-azabicyclo[2.2.2]-octane-6-carboxylate hydrochloride as a yellow oil, which was used directly in the next step. Reactants: S(=S)(=O)([O-])[O-].[Na+].[Na+] (sodium thiosulfate), Cl[O-].[Na+] (sodium hypochlorite), COC(CC=NO)CCC=C (3-methoxyhept-6-enal oxime), Cl[O-].[Na+] (sodium hypochlorite). The solvent is ClCCl (dichloromethane). Conditions: time 10 minute. Product: CO[C@H]1CC[C@@H]2C(=NOC2)C1 ((±)-(3aR*,6S*)-6-methoxy-3,3a,4,5,6,7-hexahydrobenz[c]isoxazole). RXN SMILES: Cl[O-].[Na+].[CH3:4][O:5][CH:6]([CH2:11][CH2:12][CH:13]=[CH2:14])[CH2:7][CH:8]=[N:9][OH:10].S([O-])([O-])(=O)=S.[Na+].[Na+]>ClCCl>[CH3:4][O:5][C@@H:6]1[CH2:7][C:8]2=[N:9][O:10][CH2:14][C@@H:13]2[CH2:12][CH2:11]1 |f:0.1,3.4.5|. Procedure details: A sodium hypochlorite solution (5%, 18.5 mL) was added to a solution of 3-methoxyhept-6-enal oxime obtained in Preparation Example 57-(3) (1.95 g) in dichloromethane, and the mixture was stirred at room temperature for one hour and 10 minutes. The excess of sodium hypochlorite was decomposed with sodium thiosulfate, followed by extraction with chloroform three times. The resulting organic layers were dried over anhydrous magnesium sulfate. The drying agent was removed by filtration and then the ... Reactants: CO, S=C1CN=C(c2ccccc2Cl)c2cc(Cl)ccc2N1, ClCCN1CCCC1, Cl, [Na+], [OH-], O. Product: Clc1ccc2c(c1)C(c1ccccc1Cl)=NCC(SCCN1CCCC1)=N2. RXN SMILES: [CH3:23][OH:24].[Cl:1][c:2]1[c:3]([C:8]2=[N:9][CH2:10][C:11](=[S:20])[NH:12][c:13]3[c:14]2[cH:15][c:16]([Cl:19])[cH:17][cH:18]3)[cH:4][cH:5][cH:6][cH:7]1.[Cl:26][CH2:27][CH2:28][N:29]1[CH2:30][CH2:31][CH2:32][CH2:33]1.[ClH:25].[Na+:22].[OH-:21].[OH2:34]>>[Cl:1][c:2]1[c:3]([C:8]2=[N:9][CH2:10][C:11]([S:20][CH2:27][CH2:28][N:29]3[CH2:30][CH2:31][CH2:32][CH2:33]3)=[N:12][c:13]3[c:14]2[cH:15][c:16]([Cl:19])[cH:17][cH:18]3)[cH:4][cH:5][cH:6][cH:7]1. Starting materials: O=C([O-])[O-], C1CCOC1, O=C(Cl)Oc1ccccc1, [K+], [K+], Nc1cc(C(CO)(CO)CO)on1. The product is O=C(Nc1cc(C(CO)(CO)CO)on1)Oc1ccccc1. RXN SMILES: [C:14](=[O:15])([O-:16])[O-:17].[CH2:30]1[O:31][CH2:32][CH2:33][CH2:34]1.[Cl:20][C:21](=[O:22])[O:23][c:24]1[cH:25][cH:26][cH:27][cH:28][cH:29]1.[K+:18].[K+:19].[NH2:1][c:2]1[n:3][o:4][c:5]([C:7]([CH2:8][OH:9])([CH2:10][OH:11])[CH2:12][OH:13])[cH:6]1>>[NH:1]([c:2]1[n:3][o:4][c:5]([C:7]([CH2:8][OH:9])([CH2:10][OH:11])[CH2:12][OH:13])[cH:6]1)[C:21](=[O:22])[O:23][c:24]1[cH:25][cH:26][cH:27][cH:28][cH:29]1. Starting materials: O=C(NC)C1=CC=C(Cl)C=C1. Reagents/catalysts: O1B(OC(C)(C)C1(C)C)B2OC(C)(C)C(O2)(C)C, O=C(NC1=CC=CC2=C1NC(=C2C)C)C=3C=NC(=CC3)C4=NC=CC=C4, C[OH2+].C[OH2+].C1CC=CCCC=C1.C1CC=CCCC=C1.[Ir].[Ir]. The solvent is O1CCCC1. Run at temperature 60 celsius, time 96 hour. The product is O=C(NC)C1=CC=C(Cl)C=C1B2OC(C)(C)C(O2)(C)C. Isolated yield 65.0%. Procedure: Isolated by chromatography using deactivated silica gel and ethyl acetate and petroleum ether (10:1 to 1:1) as the eluent.